Dataset: the Open Reaction Database (ORD), a public repository of structured organic reaction records. Task: describe an organic reaction: reactants, conditions, products, and yield The reactants are CS(=O)(=O)c1cncc(B(O)O)c1, [Na+], [Na+], O=C([O-])[O-], C1COCCO1, O, CC(C)N1C(=O)N(S(=O)(=O)c2ccccc2)CC1c1cccc(Br)c1. Yields the product CC(C)N1C(=O)N(S(=O)(=O)c2ccccc2)CC1c1cccc(-c2cncc(S(C)(=O)=O)c2)c1. As a reaction SMILES: [CH3:26][S:27](=[O:28])(=[O:29])[c:30]1[cH:31][c:32]([B:36]([OH:37])[OH:38])[cH:33][n:34][cH:35]1.[Na+:39].[Na+:40].[O-:41][C:42](=[O:43])[O-:44].[O:46]1[CH2:47][CH2:48][O:49][CH2:50][CH2:51]1.[OH2:45].[c:1]1([S:7](=[O:8])(=[O:9])[N:10]2[C:11](=[O:25])[N:12]([CH:22]([CH3:23])[CH3:24])[CH:13]([c:15]3[cH:16][c:17]([Br:21])[cH:18][cH:19][cH:20]3)[CH2:14]2)[cH:2][cH:3][cH:4][cH:5][cH:6]1>>[c:1]1([S:7](=[O:8])(=[O:9])[N:10]2[C:11](=[O:25])[N:12]([CH:22]([CH3:23])[CH3:24])[CH:13]([c:15]3[cH:16][c:17](-[c:32]4[cH:31][c:30]([S:27]([CH3:26])(=[O:28])=[O:29])[cH:35][n:34][cH:33]4)[cH:18][cH:19][cH:20]3)[CH2:14]2)[cH:2][cH:3][cH:4][cH:5][cH:6]1. The reactants are O(C1=CC=CC=C1)C1=CC(=C(C=C1)C)[N+](=O)[O-] (4-phenoxy-1-methyl-2-nitro-benzene), DMF dimethylacetal, CN(C)C=O (DMF). Conditions: time 3 hour. Yields the product O(C1=CC=CC=C1)C1=CC=C2C=CNC2=C1 (6-Phenoxy-1H-indole). RXN SMILES: [O:1]([C:8]1[CH:13]=[CH:12][C:11]([CH3:14])=[C:10]([N+:15]([O-])=O)[CH:9]=1)[C:2]1[CH:7]=[CH:6][CH:5]=[CH:4][CH:3]=1.[CH3:18]N(C=O)C>>[O:1]([C:8]1[CH:9]=[C:10]2[C:11]([CH:14]=[CH:18][NH:15]2)=[CH:12][CH:13]=1)[C:2]1[CH:7]=[CH:6][CH:5]=[CH:4][CH:3]=1. Reported procedure: Combine 4-phenoxy-1-methyl-2-nitro-benzene (6 g, 26.2 mmol) and DMF dimethylacetal (15.6 g, 131 mmol) in 60 mL dry DMF and heat at 170° C. for 16 hours. Cool to room temperature and concentrate to dryness. Dissolve residue in 50 mL EtOAc and hydrogenate with 2 g 5% Pd/C and hydrogen for 3 hours at atmospheric pressure. Filter through celite and concentragte to an oil. Purify by chromatography using Hex/EtoAC to obtain a tan solid: ISMS 210 (M+1) 1H NMR (CDCl3) 8.08 (bs, 1H), 7.61–7.59 (m, 1H), 7... Solvent: C(C)O (ethanol). Product: N1(CCCC1)CCCNC(=O)C1=C(NC(=C1)C)C=C1C(NC2=CC=CC(=C12)C1=CC=C(C=C1)OC(F)(F)F)=O (5-methyl-2-[2-oxo-4-(4-trifluoromethoxy-phenyl) 1,2-dihydro-indol-3-ylidenemethyl]-1H-pyrrole-3-carboxylic acid (3-pyrrolidin-1-yl-propyl)-amide). The reactants are FC(OC1=CC=C(C=C1)C1=C2CC(NC2=CC=C1)=O)(F)F (4-(4-trifluoromethoxy-phenyl)-1,3-dihydro-indol-2-one), N1(CCCC1)CCCNC(=O)C1=C(NC(=C1C)C=O)C (5-formyl-2,4-dimethyl-1H-pyrrole-3-carboxylic acid (3-pyrrolidin-1-yl-propyl)-amide). Yield: 71.9%. Reaction SMILES: [F:1][C:2]([F:21])([F:20])[O:3][C:4]1[CH:9]=[CH:8][C:7]([C:10]2[CH:18]=[CH:17][CH:16]=[C:15]3[C:11]=2[CH2:12][C:13](=[O:19])[NH:14]3)=[CH:6][CH:5]=1.[N:22]1([CH2:27][CH2:28][CH2:29][NH:30][C:31]([C:33]2[C:37](C)=[C:36]([CH:39]=O)[NH:35][C:34]=2[CH3:41])=[O:32])[CH2:26][CH2:25][CH2:24][CH2:23]1>C(O)C.N1CCCCC1>[N:22]1([CH2:27][CH2:28][CH2:29][NH:30][C:31]([C:33]2[CH:37]=[C:36]([CH3:39])[NH:35][C:34]=2[CH:41]=[C:12]2[C:11]3[C:15](=[CH:16][CH:17]=[CH:18][C:10]=3[C:7]3[CH:6]=[CH:5][C:4]([O:3][C:2]([F:1])([F:20])[F:21])=[CH:9][CH:8]=3)[NH:14][C:13]2=[O:19])=[O:32])[CH2:26][CH2:25][CH2:24][CH2:23]1. Conditions: time 3 day. Procedure details: To a solution of 4-(4-trifluoromethoxy-phenyl)-1,3-dihydro-indol-2-one (69.3 mg, 0.25 mmol) and 5-formyl-2,4-dimethyl-1H-pyrrole-3-carboxylic acid (3-pyrrolidin-1-yl-propyl)-amide (69.8 mg, 0.26 mmol) in ethanol (2 mL) was added piperidine (3 drops). The reaction mixture was stirred at room temperature for three days. A yellow solid product was precipitated out, filtered, washed by ethanol for three times, and dried under high vacuum to provide pure product 5-methyl-2-[2-oxo-4-(4-trifluoromethox... The reagents and catalysts are N1CCCCC1 (piperidine). The reactants are N(=NC(=O)OCC)C(=O)OCC (diethyl azodicarboxylate), [N+](=O)([O-])C=1C=C(C=C(C1)C(F)(F)F)O (3-nitro-5-(trifluoromethyl)phenol), OC1CN(C1)C(=O)OC(C)(C)C (tert-butyl 3-hydroxyazetidine-1-carboxylate), C1=CC=C(C=C1)P(C2=CC=CC=C2)C3=CC=CC=C3 (PPh3), C(=O)(O)[O-].[Na+] (NaHCO3). Run in C1CCOC1 (THF), O (water). Run at temperature 0 celsius, time 16 hour. The product is [N+](=O)([O-])C=1C=C(OC2CN(C2)C(=O)OC(C)(C)C)C=C(C1)C(F)(F)F (tert-butyl 3-[3-nitro-5-(trifluoromethyl)phenoxy]azetidine-1-carboxylate). The yield is 87.4%. RXN SMILES: [N+:1]([C:4]1[CH:5]=[C:6]([OH:14])[CH:7]=[C:8]([C:10]([F:13])([F:12])[F:11])[CH:9]=1)([O-:3])=[O:2].O[CH:16]1[CH2:19][N:18]([C:20]([O:22][C:23]([CH3:26])([CH3:25])[CH3:24])=[O:21])[CH2:17]1.C1C=CC(P(C2C=CC=CC=2)C2C=CC=CC=2)=CC=1.N(C(OCC)=O)=NC(OCC)=O.C([O-])(O)=O.[Na+]>C1COCC1.O>[N+:1]([C:4]1[CH:5]=[C:6]([CH:7]=[C:8]([C:10]([F:11])([F:12])[F:13])[CH:9]=1)[O:14][CH:16]1[CH2:17][N:18]([C:20]([O:22][C:23]([CH3:26])([CH3:25])[CH3:24])=[O:21])[CH2:19]1)([O-:3])=[O:2] |f:4.5|. Procedure: Dissolve 3-nitro-5-(trifluoromethyl)phenol (500 mg, 2.4 mmol), tert-butyl 3-hydroxyazetidine-1-carboxylate (500 mg, 2.9 mmol), PPh3 (9.5 g, 3.6 mmol) in THF (8 mL) and cool to 0° C. on ice bath. Add slowly diethyl azodicarboxylate (630 mg, 3.6 mmol). Stir the mixture at 35° C. for 16 hrs. Pour the mixture into water (50 mL), adjust pH to neutral with saturated NaHCO3 solution. Extract with EtOAc (15 mL×3), combine the organic layers; wash with brine (100 mL), dry over anhydrous Na2SO4. Concentra... Starting materials: O=C1CC(N(C2=C(N1CC(=O)N(C1=CC=C(C=C1)OC)C(C)C)C=CC=C2)C2=CSC=C2)=O (2-(2,4-dioxo-5-thiophen-3-yl-2,3,4,5-tetrahydro-benzo[b][1,4]diazepin-1-yl)-N-isopropyl-N-(4-methoxy-phenyl)-acetamide), CCOCC.CCOC(=O)C (Et2O EtOAc), C[Si](C)(C)[N-][Si](C)(C)C.[Na+] (NaN(TMS)2), BrCC1=NN(C2=CC=CC=C12)C(=O)OC(C)(C)C (3-bromomethyl-1-tert-butoxycarbonyl-1H-indazole). The solvent is CN(C)C=O (DMF), C1(=CC=CC=C1)C (toluene). Run at time 5 minute. Yields the product C(C)(C)(C)OC(=O)N1N=C(C2=CC=CC=C12)CC1C(N(C2=C(N(C1=O)CC(=O)N(C1=CC=C(C=C1)OC)C(C)C)C=CC=C2)C2=CSC=C2)=O (2-[3-(1-tert-butoxycarbonyl-1H-indazol-3-ylmethyl)-2,4-dioxo-5-thiophen-3-yl-2,3,4,5-tetrahydro-benzo[b][1,4]diazepin-1-yl]-N-isopropyl-N-(4-methoxy-phenyl)-acetamide). Yield: 106.3%. Reaction SMILES: [O:1]=[C:2]1[N:8]([CH2:9][C:10]([N:12]([CH:21]([CH3:23])[CH3:22])[C:13]2[CH:18]=[CH:17][C:16]([O:19][CH3:20])=[CH:15][CH:14]=2)=[O:11])[C:7]2[CH:24]=[CH:25][CH:26]=[CH:27][C:6]=2[N:5]([C:28]2[CH:32]=[CH:31][S:30][CH:29]=2)[C:4](=[O:33])[CH2:3]1.C[Si]([N-][Si](C)(C)C)(C)C.[Na+].Br[CH2:45][C:46]1[C:54]2[C:49](=[CH:50][CH:51]=[CH:52][CH:53]=2)[N:48]([C:55]([O:57][C:58]([CH3:61])([CH3:60])[CH3:59])=[O:56])[N:47]=1.CCOCC.CCOC(C)=O>CN(C=O)C.C1(C)C=CC=CC=1>[C:58]([O:57][C:55]([N:48]1[C:49]2[C:54](=[CH:53][CH:52]=[CH:51][CH:50]=2)[C:46]([CH2:45][CH:3]2[C:2](=[O:1])[N:8]([CH2:9][C:10]([N:12]([CH:21]([CH3:23])[CH3:22])[C:13]3[CH:14]=[CH:15][C:16]([O:19][CH3:20])=[CH:17][CH:18]=3)=[O:11])[C:7]3[CH:24]=[CH:25][CH:26]=[CH:27][C:6]=3[N:5]([C:28]3[CH:32]=[CH:31][S:30][CH:29]=3)[C:4]2=[O:33])=[N:47]1)=[O:56])([CH3:61])([CH3:60])[CH3:59] |f:1.2,4.5|. Procedure: To a stirring solution of 340 mg (0.80 mmol) of 2-(2,4-dioxo-5-thiophen-3-yl-2,3,4,5-tetrahydro-benzo[b][1,4]diazepin-1-yl)-N-isopropyl-N-(4-methoxy-phenyl)-acetamide, prepared as in Part A, in 10 mL DMF at 0° C. is added 1.93 mL (0.96 mmol, 1.2 equiv) of NaN(TMS)2 in toluene. The resulting solution is stirred 5 min and 299 mg (0.96 mmol, 1.2 equiv) of 3-bromomethyl-1-tert-butoxycarbonyl-1H-indazole is added. The resulting solution is stirred 4.5 h, poured into 100 mL Et2O/EtOAc (1:1), washed wi... The reactants are NC=1C(=NC(=CC1)Cl)NC1=CC2=C(C=C1)OCO2 (3-Amino-6-chloro-2-(3,4-methylenedioxyanilino)pyridine), NC(=O)N (urea). Reaction conditions: time 10 minute. Procedure: A mixture of 7.9 g. of the aminopyridine product of Step B and 25 g. of urea was heated in an oil bath at 185°-190° C. The reaction was kept at this temperature for 10 minutes then cooled and extracted with water. The crude product was extracted with 75 ml. of 2.5 N sodium hydroxide. The alkaline solution was treated with charcoal and excess acetic acid then was added to precipitate the product. The precipitate was purified by crystallization from dimethylformamide-ether. Product: ClC1=CC=C2C(=N1)N(C(N2)=O)C2=CC1=C(C=C2)OCO1 (5-Chloro-1,3-dihydro-3-(3,4-methylenedioxyphenyl) imidazo[4,5-b]-pyridin-2-one). As a reaction SMILES: [NH2:1][C:2]1[C:3]([NH:9][C:10]2[CH:15]=[CH:14][C:13]3[O:16][CH2:17][O:18][C:12]=3[CH:11]=2)=[N:4][C:5]([Cl:8])=[CH:6][CH:7]=1.N[C:20](N)=[O:21]>>[Cl:8][C:5]1[N:4]=[C:3]2[N:9]([C:10]3[CH:15]=[CH:14][C:13]4[O:16][CH2:17][O:18][C:12]=4[CH:11]=3)[C:20](=[O:21])[NH:1][C:2]2=[CH:7][CH:6]=1. The reactants are Cl.NCCC=1C=CC(=C(N)C1)OCC1=CC=CC=C1 (5-(2-aminoethyl)-2-benzyloxyaniline, hydrochloride). The reagents and catalysts are [C].[Pd] (palladiumcarbon). Solvent: CO (methanol). Yields the product Cl.NCCC=1C=CC(=C(N)C1)O (5-(2-Aminoethyl)-2-hydroxyaniline, Hydrochloride). Reaction SMILES: [ClH:1].[NH2:2][CH2:3][CH2:4][C:5]1[CH:6]=[CH:7][C:8]([O:12]CC2C=CC=CC=2)=[C:9]([CH:11]=1)[NH2:10]>CO.[C].[Pd]>[ClH:1].[NH2:2][CH2:3][CH2:4][C:5]1[CH:6]=[CH:7][C:8]([OH:12])=[C:9]([CH:11]=1)[NH2:10] |f:0.1,3.4,5.6|. Procedure details: In the presence of 100 mg of palladiumcarbon, 2.6 g of 5-(2-aminoethyl)-2-benzyloxyaniline, hydrochloride, is hydrogenated in 20 ml of methanol; after recrystallization from ethanol, 0.52 g of 5-(2-aminoethyl)-2-hydroxyaniline, hydrochloride, is obtained, mp 159°-164° C. The reactants are COC(=O)c1ccc(C(C)NC(=O)c2cc(Cl)cnc2Cl)cc1, Oc1ccc2cccnc2c1. The product is COC(=O)c1ccc(C(C)NC(=O)c2cc(Cl)cnc2Oc2ccc3cccnc3c2)cc1. Reaction SMILES: [Cl:1][c:2]1[n:3][cH:4][c:5]([Cl:23])[cH:6][c:7]1[C:8](=[O:9])[NH:10][CH:11]([CH3:12])[c:13]1[cH:14][cH:15][c:16]([C:17](=[O:18])[O:19][CH3:20])[cH:21][cH:22]1.[OH:24][c:25]1[cH:26][cH:27][c:28]2[cH:29][cH:30][cH:31][n:32][c:33]2[cH:34]1>>[c:2]1([O:24][c:25]2[cH:26][cH:27][c:28]3[cH:29][cH:30][cH:31][n:32][c:33]3[cH:34]2)[n:3][cH:4][c:5]([Cl:23])[cH:6][c:7]1[C:8](=[O:9])[NH:10][CH:11]([CH3:12])[c:13]1[cH:14][cH:15][c:16]([C:17](=[O:18])[O:19][CH3:20])[cH:21][cH:22]1. Reactants: ClCCOC1=C2CC(NC2=C(C=C1)F)=O (4-(2-chloroethoxy)-7-fluoro-1,3-dihydro-indol-2-one), [N-]=[N+]=[N-].[Na+] (sodium azide). Solvent: CN(C=O)C (dimethylformamide). Product: N(=[N+]=[N-])CCOC1=C2CC(NC2=C(C=C1)F)=O (4-(2-Azidoethoxy)-7-fluoro-1,3-dihydro-indol-2-one). Reaction SMILES: Cl[CH2:2][CH2:3][O:4][C:5]1[CH:13]=[CH:12][C:11]([F:14])=[C:10]2[C:6]=1[CH2:7][C:8](=[O:15])[NH:9]2.[N-:16]=[N+:17]=[N-:18].[Na+]>CN(C)C=O>[N:16]([CH2:2][CH2:3][O:4][C:5]1[CH:13]=[CH:12][C:11]([F:14])=[C:10]2[C:6]=1[CH2:7][C:8](=[O:15])[NH:9]2)=[N+:17]=[N-:18] |f:1.2|. Procedure details: A solution of 4-(2-chloroethoxy)-7-fluoro-1,3-dihydro-indol-2-one (2.04 g, 8.88 mmol) and sodium azide in dimethylformamide (125 mL) was heated to 70° C. for 18 hours. The reaction mixture was partitioned between methylene chloride (100 mL) and water (100 mL). The organic layer separated and washed with water (50 mL) then dried over anhydrous magnesium sulfate, filtered, and the solvent removed under vacuum. The crude product was filtered through a pad of silica to afford a yellow solid, mp 147°...